Dataset: the Open Reaction Database (ORD), a public repository of structured organic reaction records. Task: describe an organic reaction: reactants, conditions, products, and yield Starting materials: O=C([O-])O, CI, COc1ccc2[nH]cc(C=O)c2c1, [H-], [Na+], [Na+], CN(C)C=O. Yields the product COc1ccc2c(c1)c(C=O)cn2C. As a reaction SMILES: [C:18](=[O:19])([OH:20])[O-:21].[CH3:16][I:17].[CH3:1][O:2][c:3]1[cH:4][c:5]2[c:6]([CH:12]=[O:13])[cH:7][nH:8][c:9]2[cH:10][cH:11]1.[H-:14].[Na+:15].[Na+:22].[O:23]=[CH:24][N:25]([CH3:26])[CH3:27]>>[CH3:1][O:2][c:3]1[cH:4][c:5]2[c:6]([CH:12]=[O:13])[cH:7][n:8]([CH3:18])[c:9]2[cH:10][cH:11]1. The reactants are CC(=O)N1CCC(N(C(=O)Nc2ncc(SC#N)s2)C2CCCCC2)CC1, ClCCN1CCOCC1, OC(CS)C(O)CS. Product: CC(=O)N1CCC(N(C(=O)Nc2ncc(SCCN3CCOCC3)s2)C2CCCCC2)CC1. RXN SMILES: [C:1]([CH3:2])(=[O:3])[N:4]1[CH2:5][CH2:6][CH:7]([N:10]([C:11](=[O:12])[NH:13][c:14]2[s:15][c:16]([S:19][C:20]#[N:21])[cH:17][n:18]2)[CH:22]2[CH2:23][CH2:24][CH2:25][CH2:26][CH2:27]2)[CH2:8][CH2:9]1.[Cl:36][CH2:37][CH2:38][N:39]1[CH2:40][CH2:41][O:42][CH2:43][CH2:44]1.[SH:28][CH2:29][CH:30]([CH:31]([CH2:32][SH:33])[OH:34])[OH:35]>>[C:1]([CH3:2])(=[O:3])[N:4]1[CH2:5][CH2:6][CH:7]([N:10]([C:11](=[O:12])[NH:13][c:14]2[s:15][c:16]([S:19][CH2:37][CH2:38][N:39]3[CH2:40][CH2:41][O:42][CH2:43][CH2:44]3)[cH:17][n:18]2)[CH:22]2[CH2:23][CH2:24][CH2:25][CH2:26][CH2:27]2)[CH2:8][CH2:9]1. Yields the product N#Cc1ccc(O)cc1O. Reaction SMILES: [CH3:28][CH2:29][CH2:30][CH2:31][CH2:32][CH3:33].[CH3:34][C:35]([CH3:36])=[O:37].[CH:11]([OH:12])=[O:13].[CH:14]([O-:15])=[O:16].[CH:1](=[O:2])[c:3]1[cH:4][cH:5][c:6]([OH:7])[cH:8][c:9]1[OH:10].[Na+:17].[OH2:27].[OH:23][NH3+:24].[OH:25][NH3+:26].[S:18]([O-:19])([O-:20])(=[O:21])=[O:22]>>[C:1]([c:3]1[cH:4][cH:5][c:6]([OH:7])[cH:8][c:9]1[OH:10])#[N:24]. The reactants are CCCCCC, CC(C)=O, O=CO, O=C[O-], O=Cc1ccc(O)cc1O, [Na+], O, [NH3+]O, [NH3+]O, O=S(=O)([O-])[O-]. Reactants: N#CCC(=O)OCc1ccccc1, C1CCNCC1, CCCC(=O)CCC, CC(=O)O. Yields the product CCCC(CCC)=C(C#N)C(=O)OCc1ccccc1. As a reaction SMILES: [C:9](#[N:10])[CH2:11][C:12](=[O:13])[O:14][CH2:15][c:16]1[cH:17][cH:18][cH:19][cH:20][cH:21]1.[CH2:26]1[CH2:27][CH2:28][NH:29][CH2:30][CH2:31]1.[CH3:1][CH2:2][CH2:3][C:4]([CH2:5][CH2:6][CH3:7])=[O:8].[CH3:22][C:23](=[O:24])[OH:25]>>[CH3:1][CH2:2][CH2:3][C:4]([CH2:5][CH2:6][CH3:7])=[C:11]([C:9]#[N:10])[C:12](=[O:13])[O:14][CH2:15][c:16]1[cH:17][cH:18][cH:19][cH:20][cH:21]1. Reactants: Fc1ncc(Br)cc1Cl, [Li]CCCC, ClSc1ccc(Cl)cc1. Product: Fc1ncc(Sc2ccc(Cl)cc2)cc1Cl. Reaction SMILES: [Br:1][c:2]1[cH:3][c:4]([Cl:9])[c:5]([F:8])[n:6][cH:7]1.[CH2:10]([Li:11])[CH2:12][CH2:13][CH3:14].[Cl:15][c:16]1[cH:17][cH:18][c:19]([S:22][Cl:23])[cH:20][cH:21]1>>[c:2]1([S:22][c:19]2[cH:18][cH:17][c:16]([Cl:15])[cH:21][cH:20]2)[cH:3][c:4]([Cl:9])[c:5]([F:8])[n:6][cH:7]1. As a reaction SMILES: [Br:13][c:14]1[cH:15][c:16](-[c:19]2[nH:20][c:21]3[c:22]([n:23]2)[cH:24][c:25]([Cl:29])[c:26]([Cl:28])[cH:27]3)[s:17][cH:18]1.[CH2:8]([Li:9])[CH2:10][CH2:11][CH3:12].[CH3:30][N:31]([CH:32]=[O:33])[CH3:34].[CH:1]([NH:2][CH:3]([CH3:4])[CH3:5])([CH3:6])[CH3:7].[ClH:35].[O:36]1[CH2:37][CH2:38][CH2:39][CH2:40]1.[OH2:41]>>[Br:13][c:14]1[cH:15][c:16](-[c:19]2[n:20][c:21]3[c:22]([nH:23]2)[cH:24][c:25]([Cl:29])[c:26]([Cl:28])[cH:27]3)[s:17][c:18]1[CH:32]=[O:33]. Product: O=Cc1sc(-c2nc3cc(Cl)c(Cl)cc3[nH]2)cc1Br. The reactants are Clc1cc2nc(-c3cc(Br)cs3)[nH]c2cc1Cl, [Li]CCCC, CN(C)C=O, CC(C)NC(C)C, Cl, C1CCOC1, O. The reactants are CC(C)(C)OC(=O)NCCC(=O)O, CCN=C=NCCCN(C)C, CC1(C)OC(=O)CC(=O)O1, CN(C)c1ccncc1, ClCCl, Cl. Product: CC(C)(C)OC(=O)NCCC(O)=C1C(=O)OC(C)(C)OC1=O. RXN SMILES: [C:11]([CH3:12])([CH3:13])([CH3:14])[O:15][C:16](=[O:17])[NH:18][CH2:19][CH2:20][C:21](=[O:22])[OH:23].[CH2:25]([N:26]=[C:27]=[N:28][CH2:29][CH2:30][CH2:31][N:32]([CH3:33])[CH3:34])[CH3:35].[CH3:1][C:2]1([CH3:10])[O:3][C:4](=[O:9])[CH2:5][C:6](=[O:8])[O:7]1.[CH3:36][N:37]([CH3:38])[c:39]1[cH:40][cH:41][n:42][cH:43][cH:44]1.[Cl:45][CH2:46][Cl:47].[ClH:24]>>[CH3:1][C:2]1([CH3:10])[O:3][C:4](=[O:9])[C:5](=[C:21]([CH2:20][CH2:19][NH:18][C:16]([O:15][C:11]([CH3:12])([CH3:13])[CH3:14])=[O:17])[OH:22])[C:6](=[O:8])[O:7]1.